From a dataset of the Open Reaction Database (ORD), a public repository of structured organic reaction records. describe an organic reaction: reactants, conditions, products, and yield Reactants: O (water), OO.NC(=O)N (urea hydrogen peroxide), C(#N)C=1N=CC(=NC1)C=1C=C2CC[C@H](C2=CC1)N1CC2(C1)CCN(CC2)C(=O)OC(C)(C)C (tert-Butyl 2-((R)-5-(5-cyanopyrazin-2-yl)-2,3-dihydro-1H-inden-1-yl)-2,7-diazaspiro[3.5]nonane-7-carboxylate), [OH-].[Na+] (Sodium hydroxide). Run in CCO (EtOH). Yields the product C(C)(C)(C)OC(=O)N1CCC2(CN(C2)[C@@H]2CCC3=CC(=CC=C23)C2=NC=C(N=C2)C(N)=O)CC1 (2-[(R)-5-(5-Carbamoyl-pyrazin-2-yl)-indan-1-yl]-2,7-diaza-spiro[3.5]nonane-7-carboxylic acid tert-butyl ester). The yield is 53.3%. RXN SMILES: O.OO.N[C:5]([NH2:7])=[O:6].[OH-].[Na+].C([C:12]1[N:13]=[CH:14][C:15]([C:18]2[CH:19]=[C:20]3[C:24](=[CH:25][CH:26]=2)[C@H:23]([N:27]2[CH2:30][C:29]4([CH2:35][CH2:34][N:33]([C:36]([O:38][C:39]([CH3:42])([CH3:41])[CH3:40])=[O:37])[CH2:32][CH2:31]4)[CH2:28]2)[CH2:22][CH2:21]3)=[N:16][CH:17]=1)#N>CCO>[C:39]([O:38][C:36]([N:33]1[CH2:34][CH2:35][C:29]2([CH2:28][N:27]([C@H:23]3[C:24]4[C:20](=[CH:19][C:18]([C:15]5[CH:14]=[N:13][C:12]([C:5](=[O:6])[NH2:7])=[CH:17][N:16]=5)=[CH:26][CH:25]=4)[CH2:21][CH2:22]3)[CH2:30]2)[CH2:31][CH2:32]1)=[O:37])([CH3:42])([CH3:40])[CH3:41] |f:1.2,3.4|. Procedure: A round-bottomed flask was charged with water (100 mL) and urea hydrogen peroxide (495 mg, 5.11 mmol). Sodium hydroxide (119 mg, 2.98 mmol) was added and the reaction was stirred at room temperature. Once a clear solution was obtained, the reaction was placed in an ice bath and fitted with an addition funnel. A solution of tert-butyl 2-((R)-5-(5-cyanopyrazin-2-yl)-2,3-dihydro-1H-inden-1-yl)-2,7-diazaspiro[3.5]nonane-7-carboxylate (10-1a, 379 mg, 0.85 mmol) in 25 mL EtOH was added dropwise over a... The reactants are Propionyl anhydride, NC=1C=NC2=CC=CC=C2C1S (3-amino-quinoline4-thiol), C(CC)(=O)O (propionic acid). The product is C(C)C=1SC2=C(C=NC=3C=CC=CC23)N1 (2-ethylthiazolo[4,5-c]quinoline). Reaction SMILES: [NH2:1][C:2]1[CH:3]=[N:4][C:5]2[C:10]([C:11]=1[SH:12])=[CH:9][CH:8]=[CH:7][CH:6]=2.[C:13](O)(=O)[CH2:14][CH3:15]>>[CH2:14]([C:15]1[S:12][C:11]2[C:10]3[CH:9]=[CH:8][CH:7]=[CH:6][C:5]=3[N:4]=[CH:3][C:2]=2[N:1]=1)[CH3:13]. Procedure details: Propionyl anhydride (20 mL) was added to a suspension of 3-amino-quinoline4-thiol (15 g) in propionic acid (100 mL). The reaction mixture was heated at reflux overnight and then filtered to remove a precipitate. The filtrate was concentrated under vacuum. The residue was taken up in dichloromethane (200 mL), washed with sodium bicarbonate then with water, and then dried over magnesium sulfate. The solution was filtered through a layer of silica gel eluting first with 1:1 ethyl acetate:hexane and... Starting materials: BrBr (Bromine), COC1=CC=C(C=N1)NC(=S)N ((6-Methoxy-pyridine-3-yl)-thiourea), ClC1=C(C=C(C=C1)CC(C)=O)S(=O)(=O)C (1-(4-Chloro-3-methanesulfonyl-phenyl)-propan-2-one), BrC(C(C)=O)C1=CC(=C(C=C1)S(=O)(=O)C)F (1-bromo-1-(3-fluoro-4-methanesulfonyl-phenyl)-propan-2-one). Solvent: O1CCOCC1 (dioxan), C(C)O (ethanol). Reaction conditions: temperature 10 celsius, time 15 minute. Product: ClC1=C(C=C(C=C1)C1=C(N=C(S1)NC=1C=NC(=CC1)OC)C)S(=O)(=O)C ([5-(4-Chloro-3-methanesulfonyl-phenyl)-4-methyl-thiazol-2-yl]-(6-methoxy-pyridin-3-yl)-amine). Reaction SMILES: [Cl:1][C:2]1[CH:7]=[CH:6][C:5]([CH2:8][C:9](=O)[CH3:10])=[CH:4][C:3]=1[S:12]([CH3:15])(=[O:14])=[O:13].BrBr.BrC(C1C=CC(S(C)(=O)=O)=C(F)C=1)C(=O)C.[CH3:34][O:35][C:36]1[N:41]=[CH:40][C:39]([NH:42][C:43]([NH2:45])=[S:44])=[CH:38][CH:37]=1>O1CCOCC1.C(O)C>[Cl:1][C:2]1[CH:7]=[CH:6][C:5]([C:8]2[S:44][C:43]([NH:42][C:39]3[CH:40]=[N:41][C:36]([O:35][CH3:34])=[CH:37][CH:38]=3)=[N:45][C:9]=2[CH3:10])=[CH:4][C:3]=1[S:12]([CH3:15])(=[O:14])=[O:13]. Reported procedure: 1-(4-chloro-3-methanesulfonyl-phenyl)-propan-2-one (32b) (0.23 g, 1 mmol) is dissolved in dioxan (10 ml) and the solution is cooled to 10° C. at which point the mixture is semi-frozen. Bromine (0.045 ml, 0.8 mmol, 0.8 eq.) is added slowly and the mixture is stirred for an additional 15 minutes in a semi frozen state. The mixture is then allowed to warm to room temperature and the solvent is removed to give a brown oil containing starting material and 1-bromo-1-(3-fluoro-4-methanesulfonyl-phenyl)... Reactants: [N+](=O)([O-])C1=CC=C(C=C1)S(=O)(=O)N1CCN(CC1)C1=CC(=CC(=C1)C(F)(F)F)C(F)(F)F (1-[(p-nitrophenyl)sulfonyl]-4-[3,5-di(trifluoromethyl)-phenyl]piperazine), [H][H] (hydrogen). The reagents and catalysts are O=[Pt]=O (PtO2). The product is NC1=CC=C(C=C1)S(=O)(=O)N1CCN(CC1)C1=CC(=CC(=C1)C(F)(F)F)C(F)(F)F (1-[(p-aminophenyl)sulfonyl]-4-[3,5-di(trifluoromethyl)phenyl]piperazine). RXN SMILES: [N+:1]([C:4]1[CH:9]=[CH:8][C:7]([S:10]([N:13]2[CH2:18][CH2:17][N:16]([C:19]3[CH:24]=[C:23]([C:25]([F:28])([F:27])[F:26])[CH:22]=[C:21]([C:29]([F:32])([F:31])[F:30])[CH:20]=3)[CH2:15][CH2:14]2)(=[O:12])=[O:11])=[CH:6][CH:5]=1)([O-])=O.[H][H]>O=[Pt]=O>[NH2:1][C:4]1[CH:9]=[CH:8][C:7]([S:10]([N:13]2[CH2:14][CH2:15][N:16]([C:19]3[CH:20]=[C:21]([C:29]([F:30])([F:31])[F:32])[CH:22]=[C:23]([C:25]([F:28])([F:27])[F:26])[CH:24]=3)[CH2:17][CH2:18]2)(=[O:11])=[O:12])=[CH:6][CH:5]=1. Procedure details: In the manner given in Example 5B, 1-[(p-nitrophenyl)sulfonyl]-4-[3,5-di(trifluoromethyl)-phenyl]piperazine is reduced with hydrogen over PtO2 to give 1-[(p-aminophenyl)sulfonyl]-4-[3,5-di(trifluoromethyl)phenyl]piperazine. Reactants: ClC=1C=CC=2C=3N(CCOC2N1)C=C(N3)I (9-chloro-2-iodo-5,6-dihydroimidazo[1,2-d]pyrido[3,2-f][1,4]oxazepine), ClC=1C=CC=2C=3N(CCOC2N1)C=C(N3)C3=NC=NN3C(C)C (9-chloro-2-(1-isopropyl-1H-1,2,4-triazol-5-yl)-5,6-dihydroimidazo[1,2-d]pyrido[3,2-f][1,4]oxazepine), ClC=1C=CC=2C=3N(CCOC2N1)C=C(N3)C3=NC=NN3C(C)C (9-chloro-2-(1-isopropyl-1H-1,2,4-triazol-5-yl)-5,6-dihydroimidazo[1,2-d]pyrido[3,2-f][1,4]oxazepine), [Cl-].C[NH3+] (methylammonium chloride), C(C)(C)N(C(C)C)CC (N,N-diisopropylethylamine). The solvent is CN1C(CCC1)=O (N-methylpyrrolidinone). Product: C(C)(C)N1N=CN=C1C=1N=C2N(CCOC3=C2C=CC(=N3)NC)C1 (2-(1-isopropyl-1H-1,2,4-triazol-5-yl)-N-methyl-5,6-dihydroimidazo[1,2-d]pyrido[3,2-f][1,4]oxazepin-9-amine). Reaction SMILES: ClC1C=CC2[C:6]3[N:7](C=C(I)N=3)CCOC=2N=1.Cl[C:18]1[CH:19]=[CH:20][C:21]2[C:22]3[N:23]([CH:29]=[C:30]([C:32]4[N:36]([CH:37]([CH3:39])[CH3:38])[N:35]=[CH:34][N:33]=4)[N:31]=3)[CH2:24][CH2:25][O:26][C:27]=2[N:28]=1.[Cl-].C[NH3+].C(N(CC)C(C)C)(C)C>CN1CCCC1=O>[CH:37]([N:36]1[C:32]([C:30]2[N:31]=[C:22]3[C:21]4[CH:20]=[CH:19][C:18]([NH:7][CH3:6])=[N:28][C:27]=4[O:26][CH2:25][CH2:24][N:23]3[CH:29]=2)=[N:33][CH:34]=[N:35]1)([CH3:39])[CH3:38] |f:2.3|. Reported procedure: Following the procedures of Examples herein, including Examples 20-22, 9-chloro-2-iodo-5,6-dihydroimidazo[1,2-d]pyrido[3,2-f][1,4]oxazepine was converted to 9-chloro-2-(1-isopropyl-1H-1,2,4-triazol-5-yl)-5,6-dihydroimidazo[1,2-d]pyrido[3,2-f][1,4]oxazepine. A mixture of 110 mg (0.33 mmol) of 9-chloro-2-(1-isopropyl-1H-1,2,4-triazol-5-yl)-5,6-dihydroimidazo[1,2-d]pyrido[3,2-f][1,4]oxazepine, 87 mg (1.3 mmol) of methylammonium chloride and 0.23 ml (1.3 mmol) of N,N-diisopropylethylamine in 3.0 ml ... Yields the product COC(C(=O)[O-])OCC.C(C)(=O)[O-].[AlH]1OCCCC1 (methoxy(ethoxy)acetate acetate alumoxane). Procedure: Acetic acid (19.0 mL) and methoxy(ethoxy) acetic acid (152.0 mL) was dissolved in 500 mL of water and Vista Captal B boehmite (20 g) was slowly added and refluxed for 72 hours. The white solution was filtered and the filtrate was dissolved under reduced pressure to yield a brown gel. The gel was dissolved in ethanol (100 mL) and the white powder product was obtained by the addition of diethyl ether. Yield: 8.9 g. The TGA of the product showed 32.5% ceramic yield (weight loss of 67.5%). The alumo... Run in C(C)O (ethanol), O (water). Starting materials: C(C)OCC (diethyl ether), C(C)(=O)O (Acetic acid), COC(C(=O)O)OCC (methoxy(ethoxy) acetic acid), boehmite, [AlH]1OCCCC1 (alumoxane). Conditions: time 2 hour. RXN SMILES: [C:1]([OH:4])(=[O:3])[CH3:2].[CH3:5][O:6][CH:7]([O:11][CH2:12][CH3:13])[C:8]([OH:10])=[O:9].C(OCC)C.[AlH:19]1[CH2:24][CH2:23][CH2:22][CH2:21][O:20]1>O.C(O)C>[CH3:5][O:6][CH:7]([O:11][CH2:12][CH3:13])[C:8]([O-:10])=[O:9].[C:1]([O-:4])(=[O:3])[CH3:2].[AlH:19]1[CH2:24][CH2:23][CH2:22][CH2:21][O:20]1 |f:6.7.8|. Starting materials: 600, BrC1=CC=CC=C1 (bromobenzene), [Cl-].[Al+3].[Cl-].[Cl-] (aluminum chloride), C(C)(=O)N1CCC(CC1)C(=O)Cl (1-acetyl-4-piperidinecarbonyl chloride), Cl (hydrogen chloride). Run at time 8 hour. Product: 94, C(C)(=O)N1CCC(CC1)C(C1=CC=C(C=C1)Br)=O (1-acetyl-4-(4-bromobenzoyl)piperidine). The yield is 34.0%. Reaction SMILES: [Br:1][C:2]1[CH:7]=[CH:6][CH:5]=[CH:4][CH:3]=1.[Cl-].[Al+3].[Cl-].[Cl-].[C:12]([N:15]1[CH2:20][CH2:19][CH:18]([C:21](Cl)=[O:22])[CH2:17][CH2:16]1)(=[O:14])[CH3:13].Cl>>[C:12]([N:15]1[CH2:16][CH2:17][CH:18]([C:21](=[O:22])[C:5]2[CH:6]=[CH:7][C:2]([Br:1])=[CH:3][CH:4]=2)[CH2:19][CH2:20]1)(=[O:14])[CH3:13] |f:1.2.3.4|. Procedure details: To a stirred and warm (40° C.) mixture of 600 parts of bromobenzene and 223 parts of aluminum chloride were added portionwise 168.8 parts of 1-acetyl-4-piperidinecarbonyl chloride. Upon completion, stirring was continued for 1 hour at 50° C. and overnight at room temperature. The reaction mixture was poured onto a mixture of 1500 parts of crushed ice and hydrogen chloride. The whole was stirred thoroughly. The precipitated product was filtered off, washed with 2,2'-oxybispropane and dissolved in... The reactants are C1CCOC1, O=C1CCC(=O)N1Cl, ClC(Cl)Cl, O=C1OCc2c1cc1ccc3c(c1c2-c1ccc2c(c1)OCO2)OCO3, O=S(=O)(O)O. Product: O=C1OCc2c1cc1c(Cl)cc3c(c1c2-c1ccc2c(c1)OCO2)OCO3. As a reaction SMILES: [CH2:40]1[O:41][CH2:42][CH2:43][CH2:44]1.[Cl:27][N:28]1[C:29](=[O:30])[CH2:31][CH2:32][C:33]1=[O:34].[Cl:45][CH:46]([Cl:47])[Cl:48].[O:1]1[CH2:2][O:3][c:4]2[c:5]1[cH:6][cH:7][c:8](-[c:10]1[c:11]3[c:12]([cH:13][c:14]4[cH:15][cH:16][c:17]5[c:18]([c:22]14)[O:19][CH2:20][O:21]5)[C:23](=[O:26])[O:24][CH2:25]3)[cH:9]2.[S:35](=[O:36])(=[O:37])([OH:38])[OH:39]>>[O:1]1[CH2:2][O:3][c:4]2[c:5]1[cH:6][cH:7][c:8](-[c:10]1[c:11]3[c:12]([cH:13][c:14]4[c:15]([Cl:27])[cH:16][c:17]5[c:18]([c:22]14)[O:19][CH2:20][O:21]5)[C:23](=[O:26])[O:24][CH2:25]3)[cH:9]2. The reactants are C1(=CC=CC=C1)P(C1=CC=CC=C1)C1=CC=CC=C1 (Triphenylphosphine), N(=[N+]=[N-])CCN1CCC2=C(CC1)C=CC(=C2)[N+](=O)[O-] (3-(2-azidoethyl)-7-nitro-1,2,4,5-tetrahydro-3H-3-benzazepine), O (water). The solvent is O1CCCC1 (tetrahydrofuran). Run at time 18 hour. The product is NCCN1CCC2=C(CC1)C=CC(=C2)[N+](=O)[O-] (3-(2-Aminoethyl)-7-nitro-1,2,4,5-tetrahydro-3H-3-benzazepine). Reaction SMILES: C1(P(C2C=CC=CC=2)C2C=CC=CC=2)C=CC=CC=1.[N:20]([CH2:23][CH2:24][N:25]1[CH2:31][CH2:30][C:29]2[CH:32]=[CH:33][C:34]([N+:36]([O-:38])=[O:37])=[CH:35][C:28]=2[CH2:27][CH2:26]1)=[N+]=[N-].O>O1CCCC1>[NH2:20][CH2:23][CH2:24][N:25]1[CH2:31][CH2:30][C:29]2[CH:32]=[CH:33][C:34]([N+:36]([O-:38])=[O:37])=[CH:35][C:28]=2[CH2:27][CH2:26]1. Procedure details: Triphenylphosphine (0.71 g) was added to a solution of 3-(2-azidoethyl)-7-nitro-1,2,4,5-tetrahydro-3H-3-benzazepine (0.68 g) in dry tetrahydrofuran under a nitrogen atmosphere and the reaction mixture was then stirred at room temperature for 18 hours and heated at 50° for 5 hours. After cooling, water was added and the mixture was stirred at room temperature for 3 days. The solvent was then evaporated in vacuo and the residue was diluted with 2M hydrochloric acid and washed three times with ethy...